Task: describe an organic reaction: reactants, conditions, products, and yield. Dataset: the Open Reaction Database (ORD), a public repository of structured organic reaction records The reactants are [Si](C)(C)(C(C)(C)C)O[C@H]1C[C@@H](CC2=CC=C3[C@@H]4CC=C([C@H](C)SC(=O)OC5=CC=CC=C5)[C@]4(CC[C@@H]3[C@@]12C)C)O (1α-(tert-butyldimethylsilyloxy)-3β-hydroxy-20(S)-phenoxycarbonylthiopregna-5,7,16-triene), BrC/C=C/C(C)(O)C ((E)-5-bromo-2-methyl-3-penten-2-ol), O1CCCC1 (tetrahydrofuran), [OH-].[K+] (KOH). Run in CO (methanol). The product is [Si](C)(C)(C(C)(C)C)O[C@H]1C[C@@H](CC2=CC=C3[C@@H]4CC=C([C@H](C)SC\C=C\C(C)(C)O)[C@]4(CC[C@@H]3[C@@]12C)C)O (1α-(tert-butyidimethylsilyloxy)-3β-hydroxy-20(S)-{(E)-4-hydroxy-4-methyl-2-pentenylthio}pregna-5,7,16-triene). Isolated yield 81.2%. Reaction SMILES: [Si:1]([O:8][C@@H:9]1[C@@:37]2([CH3:38])[C:13](=[CH:14][CH:15]=[C:16]3[C@@H:36]2[CH2:35][CH2:34][C@@:33]2([CH3:39])[C@H:17]3[CH2:18][CH:19]=[C:20]2[C@@H:21]([S:23]C(OC2C=CC=CC=2)=O)[CH3:22])[CH2:12][C@@H:11]([OH:40])[CH2:10]1)([C:4]([CH3:7])([CH3:6])[CH3:5])([CH3:3])[CH3:2].Br[CH2:42]/[CH:43]=[CH:44]/[C:45]([CH3:48])([OH:47])[CH3:46].O1CCCC1.[OH-].[K+]>CO>[Si:1]([O:8][C@@H:9]1[C@@:37]2([CH3:38])[C:13](=[CH:14][CH:15]=[C:16]3[C@@H:36]2[CH2:35][CH2:34][C@@:33]2([CH3:39])[C@H:17]3[CH2:18][CH:19]=[C:20]2[C@@H:21]([S:23][CH2:42]/[CH:43]=[CH:44]/[C:45]([OH:47])([CH3:48])[CH3:46])[CH3:22])[CH2:12][C@@H:11]([OH:40])[CH2:10]1)([C:4]([CH3:6])([CH3:7])[CH3:5])([CH3:3])[CH3:2] |f:3.4|. Procedure details: Under the same conditions as in Example 3, 1α-(tert-butyldimethylsilyloxy)-3β-hydroxy-20(S)-phenoxycarbonylthiopregna-5,7,16-triene (33.5 mg, 0.0577 mmol), (E)-5-bromo-2-methyl-3-penten-2-ol (41.2 mg, 0.230 mmol), tetrahydrofuran (0.5 ml) and 1M KOH solution in methanol (0.5 ml) were reacted and worked up, and then the residue was purified by preparative thin layer chromatography (0.5 mm×1, dichloromethane:ethyl acetate=5:1, developed twice) to give 26.2 mg of a product, which was directly used ...